This data is from the Open Reaction Database (ORD), a public repository of structured organic reaction records. The task is: describe an organic reaction: reactants, conditions, products, and yield Starting materials: CCC(C(=O)[O-])N1C(=O)C2(COc3cc4c(cc32)OCO4)c2ccccc21, C1CCOC1, Cl, [Li+], [OH-], O, O. Yields the product O=C(O)CN1C(=O)C2(COc3cc4c(cc32)OCO4)c2ccccc21. As a reaction SMILES: [CH2:1]([CH3:2])[CH:3]([C:4](=[O:5])[O-:6])[N:7]1[C:8](=[O:27])[C:9]2([CH2:10][O:11][c:12]3[c:13]2[cH:14][c:15]2[c:16]([cH:20]3)[O:17][CH2:18][O:19]2)[c:21]2[cH:22][cH:23][cH:24][cH:25][c:26]21.[CH2:32]1[O:33][CH2:34][CH2:35][CH2:36]1.[ClH:31].[Li+:30].[OH-:29].[OH2:28].[OH2:37]>>[CH2:3]([C:4](=[O:5])[OH:6])[N:7]1[C:8](=[O:27])[C:9]2([CH2:10][O:11][c:12]3[c:13]2[cH:14][c:15]2[c:16]([cH:20]3)[O:17][CH2:18][O:19]2)[c:21]2[cH:22][cH:23][cH:24][cH:25][c:26]21. Solvent: ClCCl (dichloromethane). RXN SMILES: [CH3:1][C:2]([CH3:39])([C:6](=[O:38])[C:7]1[C:15]2[C:10](=[N:11][CH:12]=[C:13]([C:16]3[CH:21]=[C:20]([O:22][CH3:23])[C:19]([O:24][CH3:25])=[C:18]([O:26][CH3:27])[CH:17]=3)[N:14]=2)[N:9]([Si](C(C)C)(C(C)C)C(C)C)[CH:8]=1)[CH2:3][C:4]#[N:5].FC(F)(F)C(O)=O>ClCCl>[CH3:1][C:2]([CH3:39])([C:6](=[O:38])[C:7]1[C:15]2[C:10](=[N:11][CH:12]=[C:13]([C:16]3[CH:17]=[C:18]([O:26][CH3:27])[C:19]([O:24][CH3:25])=[C:20]([O:22][CH3:23])[CH:21]=3)[N:14]=2)[NH:9][CH:8]=1)[CH2:3][C:4]#[N:5]. The product is EtOAc hexanes, CC(CC#N)(C(C1=CNC2=NC=C(N=C21)C2=CC(=C(C(=C2)OC)OC)OC)=O)C (3,3-dimethyl-4-oxo-4-[2-(3,4,5-trimethoxy-phenyl)-5H-pyrrolo[2,3-b]pyrazin-7-yl]-butyronitrile). Reactants: CC(CC#N)(C(C1=CN(C2=NC=C(N=C21)C2=CC(=C(C(=C2)OC)OC)OC)[Si](C(C)C)(C(C)C)C(C)C)=O)C (3,3-dimethyl-4-oxo-4-[5-triisopropylsilanyl-2-(3,4,5-trimethoxy-phenyl)-5H-pyrrolo[2,3-b]pyrazin-7-yl]-butyronitrile), FC(C(=O)O)(F)F (trifluoroacetic acid). Isolated yield 8.9%. Procedure details: A solution of 3,3-dimethyl-4-oxo-4-[5-triisopropylsilanyl-2-(3,4,5-trimethoxy-phenyl)-5H-pyrrolo[2,3-b]pyrazin-7-yl]-butyronitrile (0.093 g, 0.17 mmol) and 0.3 mL of trifluoroacetic acid in 2 mL of dichloromethane was stirred for 15 h, then concentrated. The resulting residue was redissolved in dichloromethane and washed with a sat. aq. NaHCO3 solution, dried over MgSO4, filtered and concentrated to a residue. Column chromatography (0->100% EtOAc/hexanes) afforded 0.006 g (9%) of 3,3-dimethyl-4-... Reactants: C1CCNC1, CCOc1cc(C=O)ccc1O, ClCCl, [Na+], [OH-], O. The product is CCOc1cc(CN2CCCC2)ccc1O. RXN SMILES: [CH2:1]1[CH2:2][CH2:3][NH:4][CH2:5]1.[CH2:6]([CH3:7])[O:8][c:9]1[cH:10][c:11]([CH:12]=[O:13])[cH:14][cH:15][c:16]1[OH:17].[Cl:21][CH2:22][Cl:23].[Na+:19].[OH-:18].[OH2:20]>>[CH2:1]1[CH2:2][CH2:3][N:4]([CH2:12][c:11]2[cH:10][c:9]([O:8][CH2:6][CH3:7])[c:16]([OH:17])[cH:15][cH:14]2)[CH2:5]1. The product is CCOC(=O)CN(Cc1ccco1)C(=O)C(NC(=O)OCc1ccccc1)C(C)C. RXN SMILES: [C:1](=[O:2])([O:3][CH2:4][c:5]1[cH:6][cH:7][cH:8][cH:9][cH:10]1)[NH:11][CH:12]([CH:13]([CH3:14])[CH3:15])[C:16](=[O:17])[OH:18].[CH2:19]([c:20]1[cH:21][cH:22][cH:23][o:24]1)[NH:25][CH2:26][C:27](=[O:28])[O:29][CH2:30][CH3:31].[CH2:50]1[O:51][CH2:52][CH2:53][CH2:54]1.[CH3:33][N:34]([CH3:35])[CH2:36][CH2:37][CH2:38][N:39]=[C:40]=[N:41][CH2:42][CH3:43].[CH3:44][CH2:45][O:46][C:47](=[O:48])[CH3:49].[CH3:55][N:56]([CH3:57])[c:58]1[cH:59][cH:60][n:61][cH:62][cH:63]1.[ClH:32]>>[C:1](=[O:2])([O:3][CH2:4][c:5]1[cH:6][cH:7][cH:8][cH:9][cH:10]1)[NH:11][CH:12]([CH:13]([CH3:14])[CH3:15])[C:16](=[O:18])[N:25]([CH2:19][c:20]1[cH:21][cH:22][cH:23][o:24]1)[CH2:26][C:27](=[O:28])[O:29][CH2:30][CH3:31]. Starting materials: CC(C)C(NC(=O)OCc1ccccc1)C(=O)O, CCOC(=O)CNCc1ccco1, C1CCOC1, CCN=C=NCCCN(C)C, CCOC(C)=O, CN(C)c1ccncc1, Cl. The reactants are CN1C(N([C@@H](C1)C(=O)OCC1=CC=CC=C1)C([C@H](C)N[C@@H](CCCCCCCC)C(=O)OCC)=O)=O (benzyl (4S)-1-methyl-3-{(2S)-2-[N-((1S)-1-ethoxycarbonyl-n-nonyl)amino]propionyl}-2-oxo-imidazolidine-4-carboxylate). Reagents/catalysts: [Pd] (palladium black). Yields the product CN1C(N([C@@H](C1)C(=O)O)C([C@H](C)N[C@@H](CCCCCCCC)C(=O)OCC)=O)=O ((4S)-1-methyl-3-{(2S)-2-[N-((1S)-1-ethoxycarbonyl-n-nonyl)amino]propionyl}-2-oxo-imidazolidine-4-carboxylic acid). Yield: 93.1%. RXN SMILES: [CH3:1][N:2]1[CH2:6][C@@H:5]([C:7]([O:9]CC2C=CC=CC=2)=[O:8])[N:4]([C:17](=[O:35])[C@@H:18]([NH:20][C@H:21]([C:30]([O:32][CH2:33][CH3:34])=[O:31])[CH2:22][CH2:23][CH2:24][CH2:25][CH2:26][CH2:27][CH2:28][CH3:29])[CH3:19])[C:3]1=[O:36]>[Pd]>[CH3:1][N:2]1[CH2:6][C@@H:5]([C:7]([OH:9])=[O:8])[N:4]([C:17](=[O:35])[C@@H:18]([NH:20][C@H:21]([C:30]([O:32][CH2:33][CH3:34])=[O:31])[CH2:22][CH2:23][CH2:24][CH2:25][CH2:26][CH2:27][CH2:28][CH3:29])[CH3:19])[C:3]1=[O:36]. Procedure: 1.95 g of benzyl (4S)-1-methyl-3-{(2S)-2-[N-((1S)-1-ethoxycarbonyl-n-nonyl)amino]propionyl}-2-oxo-imidazolidine-4-carboxylate and 50 mg of palladium black are treated in the same manner as described in Example 1-(2), whereby 1.49 g of (4S)-1-methyl-3-{(2S)-2-[N-((1S)-1-ethoxycarbonyl-n-nonyl)amino]propionyl}-2-oxo-imidazolidine-4-carboxylic acid are obtained as colorless crystals. Yield: 93.1% The reactants are BrC1=CC=C2C=C(C(=NC2=C1)C(=O)NC=1C=NC=CC1N1C[C@H](C[C@H](C1)C(F)(F)F)NC(=O)OC(C)(C)C)NC(OCC1=CC=CC=C1)=O (benzyl {7-bromo-2-[({4-[(3S,5R)-3-[(tert-butoxycarbonyl)amino]-5-(trifluoromethyl)piperidin-1-yl]pyridin-3-yl}amino)carbonyl]quinolin-3-yl}carbamate), [O-]P(=O)([O-])[O-].[K+].[K+].[K+] (K3PO4), O1CCOCC1 (1,4-dioxane), CN1CCC(=CC1)B1OC(C(O1)(C)C)(C)C (1-methyl-4-(4,4,5,5-tetramethyl-1,3,2-dioxaborolan-2-yl)-1,2,3,6-tetrahydropyridine). The reagents and catalysts are C1(CCCCC1)P(C1=C(C=CC=C1)C1=C(C=C(C=C1C(C)C)C(C)C)C(C)C)C1CCCCC1.NC1=C(C=CC=C1)C1=C(C=CC=C1)[Pd]Cl (Dicyclohexyl(2′,4′,6′-triisopropylbiphenyl-2-yl)phosphine (2′-aminobiphenyl-2-yl)(chloro)palladium). Run in O (water). Run at temperature 90 celsius. The product is C(C)(C)(C)OC(=O)N[C@@H]1CN(C[C@@H](C1)C(F)(F)F)C1=C(C=NC=C1)NC(=O)C1=NC2=CC(=CC=C2C=C1NC(OCC1=CC=CC=C1)=O)C=1CCN(CC1)C (Benzyl [2-[({4-[(3S,5R)-3-[(tert-butoxycarbonyl)amino]-5-(trifluoromethyl)piperidin-1-yl]pyridin-3-yl}amino)carbonyl]-7-(1-methyl-1,2,3,6-tetrahydropyridin-4-yl)quinolin-3-yl]carbamate). As a reaction SMILES: Br[C:2]1[CH:11]=[C:10]2[C:5]([CH:6]=[C:7]([NH:39][C:40](=[O:49])[O:41][CH2:42][C:43]3[CH:48]=[CH:47][CH:46]=[CH:45][CH:44]=3)[C:8]([C:12]([NH:14][C:15]3[CH:16]=[N:17][CH:18]=[CH:19][C:20]=3[N:21]3[CH2:26][C@H:25]([C:27]([F:30])([F:29])[F:28])[CH2:24][C@H:23]([NH:31][C:32]([O:34][C:35]([CH3:38])([CH3:37])[CH3:36])=[O:33])[CH2:22]3)=[O:13])=[N:9]2)=[CH:4][CH:3]=1.[O-]P([O-])([O-])=O.[K+].[K+].[K+].O1CCOCC1.[CH3:64][N:65]1[CH2:70][CH:69]=[C:68](B2OC(C)(C)C(C)(C)O2)[CH2:67][CH2:66]1>C1(P(C2CCCCC2)C2C=CC=CC=2C2C(C(C)C)=CC(C(C)C)=CC=2C(C)C)CCCCC1.NC1C=CC=CC=1C1C=CC=CC=1[Pd]Cl.O>[C:35]([O:34][C:32]([NH:31][C@H:23]1[CH2:24][C@@H:25]([C:27]([F:29])([F:28])[F:30])[CH2:26][N:21]([C:20]2[CH:19]=[CH:18][N:17]=[CH:16][C:15]=2[NH:14][C:12]([C:8]2[C:7]([NH:39][C:40](=[O:49])[O:41][CH2:42][C:43]3[CH:48]=[CH:47][CH:46]=[CH:45][CH:44]=3)=[CH:6][C:5]3[C:10](=[CH:11][C:2]([C:68]4[CH2:69][CH2:70][N:65]([CH3:64])[CH2:66][CH:67]=4)=[CH:3][CH:4]=3)[N:9]=2)=[O:13])[CH2:22]1)=[O:33])([CH3:38])([CH3:37])[CH3:36] |f:1.2.3.4,7.8|. Procedure: A pressure vial was charged with benzyl {7-bromo-2-[({4-[(3S,5R)-3-[(tert-butoxycarbonyl)amino]-5-(trifluoromethyl)piperidin-1-yl]pyridin-3-yl}amino)carbonyl]quinolin-3-yl}carbamate (0.032 g, 0.043 mmol), K3PO4 (0.0181 g, 0.0852 mmol), 1,4-dioxane (0.55 mL), water (0.092 mL) and 1-methyl-4-(4,4,5,5-tetramethyl-1,3,2-dioxaborolan-2-yl)-1,2,3,6-tetrahydropyridine (0.014 g, 0.063 mmol). The mixture was purged with nitrogen for 10 min. Dicyclohexyl(2′,4′,6′-triisopropylbiphenyl-2-yl)phosphine-(2′-am... Reactants: Example 8 ( 2 ), N1=C(C=CC=C1)OC1=CC=C(C(=O)Cl)C=C1 (4-(2-pyridyloxy)benzoyl chloride), [N+](=[N-])=CC (diazoethane). The solvent is CCOCC (ether), CCOCC (ether). The product is N1=C(C=CC=C1)OC1=CC=C(C=C1)C(C(C)=[N+]=[N-])=O (4-(2-pyridyloxy)-1-(2-diazopropionyl)benzene). Reaction SMILES: [N:1]1[CH:6]=[CH:5][CH:4]=[CH:3][C:2]=1[O:7][C:8]1[CH:16]=[CH:15][C:11]([C:12](Cl)=[O:13])=[CH:10][CH:9]=1.[N+:17](=[CH:19][CH3:20])=[N-:18]>CCOCC>[N:1]1[CH:6]=[CH:5][CH:4]=[CH:3][C:2]=1[O:7][C:8]1[CH:16]=[CH:15][C:11]([C:12](=[O:13])[C:19](=[N+:17]=[N-:18])[CH3:20])=[CH:10][CH:9]=1. Reported procedure: To a solution of 4-(2-pyridyloxy)benzoyl chloride in ether, a solution of diazoethane in ether is added dropwise, and the reaction is effected as in Example 8 (2) to give 4-(2-pyridyloxy)-1-(2-diazopropionyl)benzene (4.72 g). This substance is recrystallized from ethyl acetate to give crystals melting at 101° to 102°C (decomp.). IR (CCl4): 2070, 1630, 1590 cm-1. Reagents/catalysts: C(C)(=O)O (acetic acid). The solvent is C(C)(=O)OCC (ethyl acetate), C(C)O (ethanol). Procedure: A solution of (4S)-1-(tert-butyloxycarbonyl)-4-(p-nitrobenzoyloxy)-L-proline tert-butyl ester (575 mg, 1.32 mmol) in ethanol (13 mL) was treated with 0.4N sodium hydroxide (4.3 mL, 1.72 mmol) for 18 hours at room temperature. The solution was neutralized with several drops of glacial acetic acid, diluted with ethyl acetate (100 mL), washed with water (2×), saturated brine solution, dried (Na2SO4), and evaporated. The residue was subjected to flash silica gel chromatography eluting with 5% aceton... The reactants are C(C)(C)(C)OC([C@H]1N(C[C@H](C1)OC(C1=CC=C(C=C1)[N+](=O)[O-])=O)C(=O)OC(C)(C)C)=O ((4S)-1-(tert-butyloxycarbonyl)-4-(p-nitrobenzoyloxy)-L-proline tert-butyl ester), [OH-].[Na+] (sodium hydroxide). The yield is 82.5%. Product: C(C)(C)(C)OC([C@H]1N(C[C@H](C1)O)C(=O)OC(C)(C)C)=O ((4S)-1-(tert-Butyloxycarbonyl)-4-hydroxy-L-Proline tert-Butyl Ester). RXN SMILES: [C:1]([O:5][C:6](=[O:31])[C@@H:7]1[CH2:11][C@H:10]([O:12]C(=O)C2C=CC([N+]([O-])=O)=CC=2)[CH2:9][N:8]1[C:24]([O:26][C:27]([CH3:30])([CH3:29])[CH3:28])=[O:25])([CH3:4])([CH3:3])[CH3:2].[OH-].[Na+]>C(O)C.C(O)(=O)C.C(OCC)(=O)C>[C:1]([O:5][C:6](=[O:31])[C@@H:7]1[CH2:11][C@H:10]([OH:12])[CH2:9][N:8]1[C:24]([O:26][C:27]([CH3:30])([CH3:29])[CH3:28])=[O:25])([CH3:4])([CH3:3])[CH3:2] |f:1.2|. Starting materials: ClC1=CC=NC2=C(C=CC=C12)Cl (4,8 dichloroquinoline), NC1=C(C(=O)OC)C=C(C=C1)F (methyl 2-amino-5-fluoro-benzoate). The solvent is Cl (hydrochloric acid). Reaction conditions: time 8 hour. Yields the product ClC=1C=CC=C2C(=CC=NC12)NC1=C(C(=O)OC)C=C(C=C1)F (methyl 2-(8-chloro-4-quinolinylamino)-5-fluoro-benzoate). The yield is 37.2%. As a reaction SMILES: Cl[C:2]1[C:11]2[C:6](=[C:7]([Cl:12])[CH:8]=[CH:9][CH:10]=2)[N:5]=[CH:4][CH:3]=1.[NH2:13][C:14]1[CH:23]=[CH:22][C:21]([F:24])=[CH:20][C:15]=1[C:16]([O:18][CH3:19])=[O:17]>Cl>[Cl:12][C:7]1[CH:8]=[CH:9][CH:10]=[C:11]2[C:6]=1[N:5]=[CH:4][CH:3]=[C:2]2[NH:13][C:14]1[CH:23]=[CH:22][C:21]([F:24])=[CH:20][C:15]=1[C:16]([O:18][CH3:19])=[O:17]. Reported procedure: A mixture of 11.88 g of 4,8 dichloroquinoline, 10.4 g of methyl 2-amino-5-fluoro-benzoate and 60 ml of 2 N hydrochloric acid was refluxed for 21/2 hours and was then cooled to ≃0° C. and vacuum filtered. The moist residue was dissolved in 125 ml of lukewarm methanol and triethylamine was added to the resulting solution to make the pH alkaline. The mixture stood overnight at room temperature and was vacuum filtered and the recovered product was washed with water and dried to obtain 8.3 g of raw p... The reactants are COC=1C(=C(C(=O)O)C=CC1OC)[N+](=O)[O-] (3,4-dimethoxy-2-nitro benzoic acid), [H][H] (Hydrogen). Reagents/catalysts: [Pd] (palladium on barium carbonate). Run in [OH-].[NH4+] (ammonium hydroxide). The product is COC1=C(C(C(=O)O)=CC=C1OC)N (3,4-Dimethoxyanthranilic acid). The yield is 78.1%. Reaction SMILES: [CH3:1][O:2][C:3]1[C:4]([N+:14]([O-])=O)=[C:5]([CH:9]=[CH:10][C:11]=1[O:12][CH3:13])[C:6]([OH:8])=[O:7].[H][H]>[OH-].[NH4+].[Pd]>[CH3:1][O:2][C:3]1[C:11]([O:12][CH3:13])=[CH:10][CH:9]=[C:5]([C:6]([OH:8])=[O:7])[C:4]=1[NH2:14] |f:2.3|. Reported procedure: A solution of 3,4-dimethoxy-2-nitro benzoic acid (1011 g., 4.45 moles) in 14 liters of 1.3 N ammonium hydroxide was reduced at 60 psi in presence of 60 grams of palladium on barium carbonate. Hydrogen uptake ceased after four hours. The reaction mixture was filtered through diatomaceous earth and acidified with glacial acetic acid (1.2 liters) to yield 685 grams (78%) of the anthranilic acid, M.P. 183°-184° C.